This data is from the Open Reaction Database (ORD), a public repository of structured organic reaction records. The task is: describe an organic reaction: reactants, conditions, products, and yield Starting materials: solid, NC(=O)N (urea), C(C=C)(=O)N (acrylamide), hydrocarbon, C=O (formaldehyde), C(C=C)(=O)N (acrylamide), Cl (hydrochloric acid). The product is C=O.NC(=O)N.C(C=C)(=O)N (urea-formaldehyde acrylamide). Reaction SMILES: [C:1]([NH2:5])(=[O:4])[CH:2]=[CH2:3].C=O.[NH2:8][C:9]([NH2:11])=[O:10].Cl>>[CH2:1]=[O:4].[NH2:8][C:9]([NH2:11])=[O:10].[C:1]([NH2:5])(=[O:4])[CH:2]=[CH2:3] |f:4.5.6|. Procedure details: 100 barrels of urea-formaldehyde-acrylamide polymer slug are prepared by combining 50 barrels of 0.5% acrylamide polymer with 50 barrels of 37% formaldehyde solution at ambient temperature. The acrylamide polymer contains 60% unhydrolyzed acrylamide groups and 40% hydrolyzed acrylamide groups. 3805 kilograms of solid urea is added to the above solution and dissolved by passing the mixture through a series of in-line mixers. The pH of the resulting solution is maintained at 4.0 with the addition ...